This data is from the Open Reaction Database (ORD), a public repository of structured organic reaction records. The task is: describe an organic reaction: reactants, conditions, products, and yield Starting materials: ClC=1C=C(OCCN(CC)CC)C=CC1[N+](=O)[O-] ([2-(3-chloro-4-nitrophenoxy)ethyl]diethylamine), ClCCl.CO (dichloromethane methanol). The solvent is C(C)(=O)OCC (ethyl acetate). The product is ClC=1C=C(OCCN(CC)CC)C=CC1N ([2-(3-chloro-4-aminophenoxy)ethyl]diethylamine). As a reaction SMILES: [Cl:1][C:2]1[CH:3]=[C:4]([CH:13]=[CH:14][C:15]=1[N+:16]([O-])=O)[O:5][CH2:6][CH2:7][N:8]([CH2:11][CH3:12])[CH2:9][CH3:10].ClCCl.CO>C(OCC)(=O)C>[Cl:1][C:2]1[CH:3]=[C:4]([CH:13]=[CH:14][C:15]=1[NH2:16])[O:5][CH2:6][CH2:7][N:8]([CH2:9][CH3:10])[CH2:11][CH3:12] |f:1.2|. Procedure details: Prepared analogously to Example 3.1.b. from [2-(3-chloro-4-nitrophenoxy)ethyl]diethylamine in ethyl acetate. Yield: 1.05 g (95.4% of theory); C12H19ClN2O (M=242.75); calc.: molecular ion peak (M+H)+: 243/245; found: molecular ion peak (M+H)+: 243/245; Rf value: 0.41 (silica gel, dichloromethane/methanol (90:10)).